Dataset: the Open Reaction Database (ORD), a public repository of structured organic reaction records. Task: describe an organic reaction: reactants, conditions, products, and yield Starting materials: OC(CCNC(C(=O)OCC)CCCCC#CCOC1OCCCC1)(CC1CCCCC1)C (Ethyl 2-(3'-hydroxy-3'-methyl-4'-cyclohexyl-n-butyl)amino-9-tetrahydropyranyloxy-non-7-ynoate). The reagents and catalysts are [Pd] (Pd/C). Run in C(OC)COC (dimethoxyethane). Product: OC(CCNC(C(=O)OCC)CCCCCCCOC1OCCCC1)(CC1CCCCC1)C (ethyl 2-(3'-hydroxy-3'-methyl-4'-cyclohexyl-n-butyl)amino-9-tetrahydropyranyloxy-nonanoate). Yield: 99.1%. RXN SMILES: [OH:1][C:2]([CH3:33])([CH2:26][CH:27]1[CH2:32][CH2:31][CH2:30][CH2:29][CH2:28]1)[CH2:3][CH2:4][NH:5][CH:6]([CH2:12][CH2:13][CH2:14][CH2:15][C:16]#[C:17][CH2:18][O:19][CH:20]1[CH2:25][CH2:24][CH2:23][CH2:22][O:21]1)[C:7]([O:9][CH2:10][CH3:11])=[O:8]>C(COC)OC.[Pd]>[OH:1][C:2]([CH3:33])([CH2:26][CH:27]1[CH2:28][CH2:29][CH2:30][CH2:31][CH2:32]1)[CH2:3][CH2:4][NH:5][CH:6]([CH2:12][CH2:13][CH2:14][CH2:15][CH2:16][CH2:17][CH2:18][O:19][CH:20]1[CH2:25][CH2:24][CH2:23][CH2:22][O:21]1)[C:7]([O:9][CH2:10][CH3:11])=[O:8]. Procedure details: Ethyl 2-(3'-hydroxy-3'-methyl-4'-cyclohexyl-n-butyl)amino-9-tetrahydropyranyloxy-non-7-ynoate (7 g) was hydrogenated over 10% Pd/C (1.4 g) in dry dimethoxyethane (100 ml) at atmospheric pressure and room temperature. When hydrogen absorption was completed, the mixture was filtered through Kieselguhr, and the filtrate was evaporated in vacuo to give ethyl 2-(3'-hydroxy-3'-methyl-4'-cyclohexyl-n-butyl)amino-9-tetrahydropyranyloxy-nonanoate (7 g) as a pale yellow oil.